This data is from the Open Reaction Database (ORD), a public repository of structured organic reaction records. The task is: describe an organic reaction: reactants, conditions, products, and yield The product is CC1CN(CCC(=O)O)C(=O)CCN1C(=O)C=Cc1cccc(Cl)c1. Reaction SMILES: [Br-:26].[CH3:35][OH:36].[Cl:1][c:2]1[cH:3][c:4]([CH:8]=[CH:9][C:10](=[O:11])[N:12]2[CH:13]([CH3:24])[CH2:14][N:15]([CH2:20][CH2:21][CH2:22][OH:23])[C:16](=[O:19])[CH2:17][CH2:18]2)[cH:5][cH:6][cH:7]1.[Cl:27][O-:28].[Cl:37][CH2:38][Cl:39].[K+:25].[Na+:29].[Na+:34].[O-:30][C:31]([OH:32])=[O:33]>>[Cl:1][c:2]1[cH:3][c:4]([CH:8]=[CH:9][C:10](=[O:11])[N:12]2[CH:13]([CH3:24])[CH2:14][N:15]([CH2:20][CH2:21][C:22](=[O:23])[OH:30])[C:16](=[O:19])[CH2:17][CH2:18]2)[cH:5][cH:6][cH:7]1. Starting materials: [Br-], CO, CC1CN(CCCO)C(=O)CCN1C(=O)C=Cc1cccc(Cl)c1, [O-]Cl, ClCCl, [K+], [Na+], [Na+], O=C([O-])O.